This data is from the Open Reaction Database (ORD), a public repository of structured organic reaction records. The task is: describe an organic reaction: reactants, conditions, products, and yield The solvent is C(C)(=O)O (acetic acid), O (water). Procedure: To 20 ml of ethanol, there were added under ice-cooling 4.83 g of sodium methoxide and 18.0 g of ethyl formate. Further, 10.0 g (81.3 mmol) of 6-amino-m-cresol was added thereto under ice-cooling. After putting back to room temperature, the solution was stirred under a nitrogen atmosphere for 1 hour. After the completion of the reaction, the reaction mixture was poured into 200 ml of water. The obtained solution was neutralized with glacial acetic acid, extracted with 300 ml of ethyl acetate, wa... Run at time 1 hour. Isolated yield 32.0%. RXN SMILES: [CH2:1]([OH:3])C.C[O-].[Na+].C(OCC)=O.[NH2:12][C:13]1[CH:14]=[CH:15][C:16]([CH3:20])=[CH:17][C:18]=1[OH:19]>C(O)(=O)C.O>[OH:19][C:18]1[CH:17]=[C:16]([CH3:20])[CH:15]=[CH:14][C:13]=1[NH:12][CH:1]=[O:3] |f:1.2|. Product: OC1=C(C=CC(=C1)C)NC=O (N-(2-hydroxy-4-methylphenyl)formamide). Reactants: C(C)O (ethanol), NC=1C=CC(=CC1O)C (6-amino-m-cresol), C[O-].[Na+] (sodium methoxide), C(=O)OCC (ethyl formate). Reactants: C(C)(C)C=1C=C(OC2=C(C#N)C=C(C=C2C)[N+](=O)[O-])C=CC1O (2-(3-isopropyl-4-hydroxy-phenoxy)-3-methyl-5-nitrobenzonitrile), stannous chloride. Run in C(C)O (ethanol). Product: NC=1C=C(C(=C(C#N)C1)OC1=CC(=C(C=C1)O)C(C)C)C (5-amino-2-(3-isopropyl-4-hydroxy-phenoxy)-3-methyl-benzonitrile). Isolated yield 77.2%. RXN SMILES: [CH:1]([C:4]1[CH:5]=[C:6]([CH:20]=[CH:21][C:22]=1[OH:23])[O:7][C:8]1[C:15]([CH3:16])=[CH:14][C:13]([N+:17]([O-])=O)=[CH:12][C:9]=1[C:10]#[N:11])([CH3:3])[CH3:2]>C(O)C>[NH2:17][C:13]1[CH:14]=[C:15]([CH3:16])[C:8]([O:7][C:6]2[CH:20]=[CH:21][C:22]([OH:23])=[C:4]([CH:1]([CH3:2])[CH3:3])[CH:5]=2)=[C:9]([CH:12]=1)[C:10]#[N:11]. Procedure: A solution of 2-(3-isopropyl-4-hydroxy-phenoxy)-3-methyl-5-nitrobenzonitrile (215 mg) and stannous chloride (776 mg) in ethanol (5 mL) was refluxed for 2 h, cooled, quenched with saturated aqueous sodium bicarbonate and concentrated in vacuo. The residue was extracted with ethyl acetate, the organics washed with brine, dried over sodium sulfate and concentrated in vacuo. The residue was flash chromatographed (40% ethyl acetate/hexanes) to afford 5-amino-2-(3-isopropyl-4-hydroxy-phenoxy)-3-methyl... Starting materials: C(C)(C)(C)NN (tert-butyl hydrazine), ClC1=CC=C(C=C1)S(=O)(=O)N1C2C(C(CC1CCC2)=O)=CO (9-(4-chlorophenylsulfonyl)-2-(hydroxymethylene)-9-azabicyclo[3.3.1]nonan-3-one). The product is C(C)(C)(C)N1N=CC=2C3CCCC(CC12)N3S(=O)(=O)C3=CC=C(C=C3)Cl (5-tert-Butyl-12-(4-chloro-benzenesulfonyl)-4,5,12-triaza-tricyclo[6.3.1.02,6]dodeca-2(6),3-diene). Reaction SMILES: [C:1]([NH:5][NH2:6])([CH3:4])([CH3:3])[CH3:2].[Cl:7][C:8]1[CH:13]=[CH:12][C:11]([S:14]([N:17]2[CH:22]3[CH2:23][CH2:24][CH2:25][CH:18]2[C:19](=[CH:27]O)[C:20](=O)[CH2:21]3)(=[O:16])=[O:15])=[CH:10][CH:9]=1>>[C:1]([N:5]1[C:20]2[CH2:21][CH:22]3[N:17]([S:14]([C:11]4[CH:12]=[CH:13][C:8]([Cl:7])=[CH:9][CH:10]=4)(=[O:16])=[O:15])[CH:18]([CH2:25][CH2:24][CH2:23]3)[C:19]=2[CH:27]=[N:6]1)([CH3:4])([CH3:3])[CH3:2]. Reported procedure: Prepared as described in Example 5 using tert-butyl hydrazine and 9-(4-chlorophenylsulfonyl)-2-(hydroxymethylene)-9-azabicyclo[3.3.1]nonan-3-one which was prepared as described in Example 34.